From a dataset of the Open Reaction Database (ORD), a public repository of structured organic reaction records. describe an organic reaction: reactants, conditions, products, and yield The reactants are CS(=O)(=O)O, O=Cc1cccc(Cl)c1, CCC(O)CNc1ccc(F)c(C(F)(F)F)c1. The product is CCC1CN(c2ccc(F)c(C(F)(F)F)c2)C(c2cccc(Cl)c2)O1. Reaction SMILES: [CH3:27][S:28]([OH:29])(=[O:30])=[O:31].[Cl:1][c:2]1[cH:3][c:4]([CH:5]=[O:6])[cH:7][cH:8][cH:9]1.[F:10][C:11]([c:12]1[cH:13][c:14]([NH:19][CH2:20][CH:21]([CH2:22][CH3:23])[OH:24])[cH:15][cH:16][c:17]1[F:18])([F:25])[F:26]>>[Cl:1][c:2]1[cH:3][c:4]([CH:5]2[O:6][CH:21]([CH2:22][CH3:23])[CH2:20][N:19]2[c:14]2[cH:13][c:12]([C:11]([F:10])([F:25])[F:26])[c:17]([F:18])[cH:16][cH:15]2)[cH:7][cH:8][cH:9]1. Starting materials: N1CCC(CC1)NC(=O)C1=CNC2=C1N=CN=C2C2=C(C=C(C=C2)OC)OCCOC (4-[4-methoxy-2-(2-methoxy-ethoxy)-phenyl]-5H-pyrrolo[3,2-d]pyrimidine-7-carboxylic acid piperidin-4-ylamide), ClC(=O)C1(CC1)OC(C)=O (acetic acid 1-chlorocarbonyl-cyclopropyl ester). Product: OC1(CC1)C(=O)N1CCC(CC1)NC(=O)C1=CNC2=C1N=CN=C2C2=C(C=C(C=C2)OC)OCCOC (4-[4-Methoxy-2-(2-methoxy-ethoxy)-phenyl]-5H-pyrrolo[3,2-d]pyrimidine-7-carboxylic acid [1-(1-hydroxy-cyclopropanecarbonyl)-piperidin-4-yl]-amide). Reaction SMILES: [NH:1]1[CH2:6][CH2:5][CH:4]([NH:7][C:8]([C:10]2[C:14]3[N:15]=[CH:16][N:17]=[C:18]([C:19]4[CH:24]=[CH:23][C:22]([O:25][CH3:26])=[CH:21][C:20]=4[O:27][CH2:28][CH2:29][O:30][CH3:31])[C:13]=3[NH:12][CH:11]=2)=[O:9])[CH2:3][CH2:2]1.Cl[C:33]([C:35]1([O:38]C(=O)C)[CH2:37][CH2:36]1)=[O:34]>>[OH:38][C:35]1([C:33]([N:1]2[CH2:6][CH2:5][CH:4]([NH:7][C:8]([C:10]3[C:14]4[N:15]=[CH:16][N:17]=[C:18]([C:19]5[CH:24]=[CH:23][C:22]([O:25][CH3:26])=[CH:21][C:20]=5[O:27][CH2:28][CH2:29][O:30][CH3:31])[C:13]=4[NH:12][CH:11]=3)=[O:9])[CH2:3][CH2:2]2)=[O:34])[CH2:37][CH2:36]1. Reported procedure: Starting from 4-[4-methoxy-2-(2-methoxy-ethoxy)-phenyl]-5H-pyrrolo[3,2-d]pyrimidine-7-carboxylic acid piperidin-4-ylamide (example A184) and acetic acid 1-chlorocarbonyl-cyclopropyl ester the title compound was obtained as colorless solid. Starting materials: C(=O)(OC)C(CCCCCCCCCCCC(CC(=O)O)(CC(=O)O)O)(C)C (3-(12-Carbomethoxy-12-methyl-tridecyl)-3-hydroxy-glutaric acid), Cl (HCl). The solvent is [OH-].[Na+] (NaOH). The product is C(=O)(O)C(CCCCCCCCCCCC(CC(=O)O)(CC(=O)O)O)(C)C (3-(12-Carboxy-12-methyl-tridecyl)-3-hydroxyglutaric acid). Reaction SMILES: [C:1]([C:5]([CH3:28])([CH3:27])[CH2:6][CH2:7][CH2:8][CH2:9][CH2:10][CH2:11][CH2:12][CH2:13][CH2:14][CH2:15][CH2:16][C:17]([OH:26])([CH2:22][C:23]([OH:25])=[O:24])[CH2:18][C:19]([OH:21])=[O:20])([O:3]C)=[O:2].Cl>[OH-].[Na+]>[C:1]([C:5]([CH3:28])([CH3:27])[CH2:6][CH2:7][CH2:8][CH2:9][CH2:10][CH2:11][CH2:12][CH2:13][CH2:14][CH2:15][CH2:16][C:17]([OH:26])([CH2:22][C:23]([OH:25])=[O:24])[CH2:18][C:19]([OH:21])=[O:20])([OH:3])=[O:2] |f:2.3|. Reported procedure: A 0.90 g sample of the product of Example 10 dissolved in 10 mL of 10% NaOH was heated at 50° overnight. The solution was made pH 2 with dilute HCl and extracted with ether which was dried (NH2SO4) and evaporated. The residue dissolved and CH2Cl2 was filtered, evaporated and dried at 30°/0.5 mm to give the title compound as a yellow glass, 0.90 g. A portion crystallized twice from ether pentane gave the title compound as tiny white clusters, m. 56°-58°. The reactants are C=CCOCCc1ccc(OCc2ccccc2)cc1, CC[Zn]CC, CCCCCC, [Cl-], ICI, [NH4+]. The product is c1ccc(COc2ccc(CCOCC3CC3)cc2)cc1. Reaction SMILES: [CH2:1]([CH:2]=[CH2:3])[O:4][CH2:5][CH2:6][c:7]1[cH:8][cH:9][c:10]([O:13][CH2:14][c:15]2[cH:16][cH:17][cH:18][cH:19][cH:20]2)[cH:11][cH:12]1.[CH2:32]([Zn:33][CH2:34][CH3:35])[CH3:36].[CH3:26][CH2:27][CH2:28][CH2:29][CH2:30][CH3:31].[Cl-:24].[I:21][CH2:22][I:23].[NH4+:25]>>[CH2:1]([CH:2]1[CH2:3][CH2:22]1)[O:4][CH2:5][CH2:6][c:7]1[cH:8][cH:9][c:10]([O:13][CH2:14][c:15]2[cH:16][cH:17][cH:18][cH:19][cH:20]2)[cH:11][cH:12]1. Reactants: CNN, CC(C)OCCN(C(=O)OC(C)(C)C)N1C(=O)c2ccccc2C1=O, C1CCOC1. The product is CC(C)OCCN(N)C(=O)OC(C)(C)C. RXN SMILES: [CH3:26][NH:27][NH2:28].[O:1]=[C:2]1[N:3]([N:12]([C:13]([O:14][C:15]([CH3:16])([CH3:17])[CH3:18])=[O:19])[CH2:20][CH2:21][O:22][CH:23]([CH3:24])[CH3:25])[C:10](=[O:11])[c:5]2[c:4]1[cH:9][cH:8][cH:7][cH:6]2.[O:29]1[CH2:30][CH2:31][CH2:32][CH2:33]1>>[NH2:3][N:12]([C:13]([O:14][C:15]([CH3:16])([CH3:17])[CH3:18])=[O:19])[CH2:20][CH2:21][O:22][CH:23]([CH3:24])[CH3:25]. The reactants are ClC=1NC(C=2N(C=NC2N1)CC1=CC=C(C=C1)OC)=O (2-chloro-7-(4-methoxybenzyl)-1H-purin-6(7H)-one), [H-].[Na+] (NaH), ClCC#N (chloroacetonitrile), ClCC#N (Chloroacetonitrile). Solvent: CN(C)C=O (DMF). Run at time 10 minute. The product is ClC=1N(C(C=2N(C=NC2N1)CC1=CC=C(C=C1)OC)=O)CC#N (2-(2-chloro-7-(4-methoxybenzyl)-6-oxo-6,7-dihydro-1H-purin-1-yl)acetonitrile). As a reaction SMILES: [Cl:1][C:2]1[NH:3][C:4](=[O:20])[C:5]2[N:6]([CH2:11][C:12]3[CH:17]=[CH:16][C:15]([O:18][CH3:19])=[CH:14][CH:13]=3)[CH:7]=[N:8][C:9]=2[N:10]=1.[H-].[Na+].Cl[CH2:24][C:25]#[N:26]>CN(C=O)C>[Cl:1][C:2]1[N:3]([CH2:24][C:25]#[N:26])[C:4](=[O:20])[C:5]2[N:6]([CH2:11][C:12]3[CH:17]=[CH:16][C:15]([O:18][CH3:19])=[CH:14][CH:13]=3)[CH:7]=[N:8][C:9]=2[N:10]=1 |f:1.2|. Procedure: To 2-chloro-7-(4-methoxybenzyl)-1H-purin-6(7H)-one 7 (5.98 g, 20.62 mmol) in DMF (90 ml) at 0° C. was added NaH (1.072 g, 26.81 mmol). The mixture was stirred at room temperature for 10 minutes, and then stirred at 55° C. for 3 hours. Chloroacetonitrile (1.57 ml, 24.74 mmol) was added to the reaction flask at 0° C. The reaction mixture was stirred over night. Another 0.65 ml (10.31 mmol) of chloroacetonitrile was added into the reaction flask. The mixture was stirred over night. The reaction was...